This data is from the Open Reaction Database (ORD), a public repository of structured organic reaction records. The task is: describe an organic reaction: reactants, conditions, products, and yield The reactants are BrC1=CC=C(C=C1)CC(=O)O (4-bromophenylacetic acid), NC(C(=O)OCC(C)C)CC (iso-butyl 2-aminobutyrate). Yields the product C(C(C)C)OC(C(CC)NC(CC1=CC=C(C=C1)Br)=O)=O (2-[(4-bromophenyl)acetamido]butyric acid iso-butyl ester). Reaction SMILES: [Br:1][C:2]1[CH:7]=[CH:6][C:5]([CH2:8][C:9]([OH:11])=O)=[CH:4][CH:3]=1.[NH2:12][CH:13]([CH2:21][CH3:22])[C:14]([O:16][CH2:17][CH:18]([CH3:20])[CH3:19])=[O:15]>>[CH2:17]([O:16][C:14](=[O:15])[CH:13]([NH:12][C:9](=[O:11])[CH2:8][C:5]1[CH:4]=[CH:3][C:2]([Br:1])=[CH:7][CH:6]=1)[CH2:21][CH3:22])[CH:18]([CH3:19])[CH3:20]. Procedure: Following General Procedure BI above and using 4-bromophenylacetic acid (Aldrich) and iso-butyl 2-aminobutyrate (prepared following General Procedure BJ above), the title compound was prepared. The reaction was monitored by tlc on silica gel and purification was by filtration as described in the general procedure. Starting materials: CS(=O)(=O)c1ccc(-c2cc3cccccc-3c2-c2ccccc2)cc1, O=C1CCC(=O)N1Cl, ClC(Cl)(Cl)Cl. Yields the product CS(=O)(=O)c1ccc(-c2c(Cl)c3cccccc-3c2-c2ccccc2)cc1. Reaction SMILES: [CH3:1][S:2](=[O:3])(=[O:4])[c:5]1[cH:6][cH:7][c:8](-[c:11]2[c:12](-[c:21]3[cH:22][cH:23][cH:24][cH:25][cH:26]3)[c:13]3[cH:14][cH:15][cH:16][cH:17][cH:18][c:19]-3[cH:20]2)[cH:9][cH:10]1.[Cl:27][N:28]1[C:29](=[O:30])[CH2:31][CH2:32][C:33]1=[O:34].[Cl:35][C:36]([Cl:37])([Cl:38])[Cl:39]>>[CH3:1][S:2](=[O:3])(=[O:4])[c:5]1[cH:6][cH:7][c:8](-[c:11]2[c:12](-[c:21]3[cH:22][cH:23][cH:24][cH:25][cH:26]3)[c:13]3[cH:14][cH:15][cH:16][cH:17][cH:18][c:19]-3[c:20]2[Cl:27])[cH:9][cH:10]1.